Dataset: the Open Reaction Database (ORD), a public repository of structured organic reaction records. Task: describe an organic reaction: reactants, conditions, products, and yield The reactants are NC1=C(C=NC=C1)NC(=S)NC1=C(C=CC(=C1)C(=O)N1CCC(CC1)C1=CC=C(C=C1)C#N)C (1-(4-aminopyridin-3-yl)-3-(5-(4-(4-cyanophenyl)piperidine-1-carbonyl)-2-methylphenyl)thiourea), CCN=C=NCCCN(C)C (EDCI). Product: N1C(=NC=2C=NC=CC21)NC=2C=C(C(=O)N1CCC(CC1)C1=CC=C(C#N)C=C1)C=CC2C (4-(1-(3-((1H-Imidazo[4,5-c]pyridin-2-yl)amino)-4-methylbenzoyl)piperidin-4-yl)benzonitrile). Reaction SMILES: [NH2:1][C:2]1[CH:7]=[CH:6][N:5]=[CH:4][C:3]=1[NH:8][C:9]([NH:11][C:12]1[CH:17]=[C:16]([C:18]([N:20]2[CH2:25][CH2:24][CH:23]([C:26]3[CH:31]=[CH:30][C:29]([C:32]#[N:33])=[CH:28][CH:27]=3)[CH2:22][CH2:21]2)=[O:19])[CH:15]=[CH:14][C:13]=1[CH3:34])=S.CCN=C=NCCCN(C)C>CN(C=O)C>[NH:1]1[C:2]2[CH:7]=[CH:6][N:5]=[CH:4][C:3]=2[N:8]=[C:9]1[NH:11][C:12]1[CH:17]=[C:16]([CH:15]=[CH:14][C:13]=1[CH3:34])[C:18]([N:20]1[CH2:21][CH2:22][CH:23]([C:26]2[CH:27]=[CH:28][C:29]([C:32]#[N:33])=[CH:30][CH:31]=2)[CH2:24][CH2:25]1)=[O:19]. Procedure details: To a solution of 1-(4-aminopyridin-3-yl)-3-(5-(4-(4-cyanophenyl)piperidine-1-carbonyl)-2-methylphenyl)thiourea (281.2) in DMF continued from the prior step was added EDCI (0.12 g, 0.64 mmol). The mixture was stiffed at room temperature overnight. The DMF was removed under high vacuum and the residue was purified using prep.-TLC (5% MeOH in EtOAc) to yield 76 mg (56% for 3 steps) of a white powder. m/z (ES+) 437 (M+H)+. 1H NMR (400 MHz, DMSO-d6) δ 8.84 (br, 1H), 8.48 (s, 1H), 8.40 (s, 1H), 8.08 (... Reaction conditions: time 8 hour. The solvent is CN(C)C=O (DMF). The reagents and catalysts are [O-2].[O-2].[Mn+4] (manganese dioxide). RXN SMILES: [CH2:1]([N:8]1[CH:12]=[C:11]([CH2:13][OH:14])[C:10]([O:15][CH2:16][C:17]2[CH:22]=[CH:21][CH:20]=[C:19]([O:23][CH2:24][C:25]3[N:26]=[C:27]([C:31]4[O:32][CH:33]=[CH:34][CH:35]=4)[O:28][C:29]=3[CH3:30])[CH:18]=2)=[N:9]1)[C:2]1[CH:7]=[CH:6][CH:5]=[CH:4][CH:3]=1>[O-2].[O-2].[Mn+4].O1CCCC1>[CH2:1]([N:8]1[CH:12]=[C:11]([CH:13]=[O:14])[C:10]([O:15][CH2:16][C:17]2[CH:22]=[CH:21][CH:20]=[C:19]([O:23][CH2:24][C:25]3[N:26]=[C:27]([C:31]4[O:32][CH:33]=[CH:34][CH:35]=4)[O:28][C:29]=3[CH3:30])[CH:18]=2)=[N:9]1)[C:2]1[CH:7]=[CH:6][CH:5]=[CH:4][CH:3]=1 |f:1.2.3|. Reported procedure: A mixture of {1-benzyl-3-[(3-{[2-(2-furyl)-5-methyl-1,3-oxazol-4-yl]methoxy}benzyl)oxy]-1H-pyrazol-4-yl}methanol (0.51 g), activated manganese dioxide (1.50 g) and tetrahydrofuran (50 mL) was stirred at room temperature for 3 days. Manganese dioxide was removed by filtration and the filtrate was concentrated. The obtained crystals were collected by filtration to give 1-benzyl-3-[(3-{[2-(2-furyl)-5-methyl-1,3-oxazol-4-yl]methoxy}benzyl)oxy]-1H-pyrazole-4-carbaldehyde (0.50 g, yield 96%). Recrysta... Solvent: O1CCCC1 (tetrahydrofuran). Starting materials: C(C1=CC=CC=C1)N1N=C(C(=C1)CO)OCC1=CC(=CC=C1)OCC=1N=C(OC1C)C=1OC=CC1 ({1-benzyl-3-[(3-{[2-(2-furyl)-5-methyl-1,3-oxazol-4-yl]methoxy}benzyl)oxy]-1H-pyrazol-4-yl}methanol). Yields the product C(C1=CC=CC=C1)N1N=C(C(=C1)C=O)OCC1=CC(=CC=C1)OCC=1N=C(OC1C)C=1OC=CC1 (1-benzyl-3-[(3-{[2-(2-furyl)-5-methyl-1,3-oxazol-4-yl]methoxy}benzyl)oxy]-1H-pyrazole-4-carbaldehyde). Run at time 3 day. Isolated yield 98.5%. Procedure: Proceeding as in Example 1, but substituting 2-(3-(diethylcarbamoyl)piperidin-1-yl)acetic acid hydrochloride and (S)-2-amino-3-(benzyloxy)-N-(4-(4-fluorophenoxy)phenyl)propanamide, gave Compound 231, 1-(2-((S)-3-(benzyloxy)-1-(4-(4-fluorophenoxy)phenylamino)-1-oxopropan-2-ylamino)-2-oxoethyl)-N,N-diethylpiperidine-3-carboxamide (20.2 mg, 41.8%). 1H-NMR (400 MHz, DMSO-D6): σ 10.22 (s, 1H), 8.01 (t, 1H), 7.61 (d, 2H), 7.27 (m, 6H), 7.00 (m, 4H), 4.70 (m, 1H), 4.52 (s, 2H), 3.71 (m, 2H), 3.27 (m, 4... Reaction SMILES: Cl.[CH2:2]([N:4]([CH2:17][CH3:18])[C:5]([CH:7]1[CH2:12][CH2:11][CH2:10][N:9]([CH2:13][C:14]([OH:16])=O)[CH2:8]1)=[O:6])[CH3:3].[NH2:19][C@@H:20]([CH2:38][O:39][CH2:40][C:41]1[CH:46]=[CH:45][CH:44]=[CH:43][CH:42]=1)[C:21]([NH:23][C:24]1[CH:29]=[CH:28][C:27]([O:30][C:31]2[CH:36]=[CH:35][C:34]([F:37])=[CH:33][CH:32]=2)=[CH:26][CH:25]=1)=[O:22]>>[CH2:40]([O:39][CH2:38][C@H:20]([NH:19][C:14](=[O:16])[CH2:13][N:9]1[CH2:10][CH2:11][CH2:12][CH:7]([C:5]([N:4]([CH2:2][CH3:3])[CH2:17][CH3:18])=[O:6])[CH2:8]1)[C:21]([NH:23][C:24]1[CH:29]=[CH:28][C:27]([O:30][C:31]2[CH:36]=[CH:35][C:34]([F:37])=[CH:33][CH:32]=2)=[CH:26][CH:25]=1)=[O:22])[C:41]1[CH:46]=[CH:45][CH:44]=[CH:43][CH:42]=1 |f:0.1|. Product: Compound 231, C(C1=CC=CC=C1)OC[C@@H](C(=O)NC1=CC=C(C=C1)OC1=CC=C(C=C1)F)NC(CN1CC(CCC1)C(=O)N(CC)CC)=O (1-(2-((S)-3-(benzyloxy)-1-(4-(4-fluorophenoxy)phenylamino)-1-oxopropan-2-ylamino)-2-oxoethyl)-N,N-diethylpiperidine-3-carboxamide). The yield is 41.8%. Starting materials: Cl.C(C)N(C(=O)C1CN(CCC1)CC(=O)O)CC (2-(3-(diethylcarbamoyl)piperidin-1-yl)acetic acid hydrochloride), N[C@H](C(=O)NC1=CC=C(C=C1)OC1=CC=C(C=C1)F)COCC1=CC=CC=C1 ((S)-2-amino-3-(benzyloxy)-N-(4-(4-fluorophenoxy)phenyl)propanamide). The reactants are C1(=CC=CC=C1)C(C)O (1-Phenylethanol), C(C)(=O)OC=COCC (ethoxyvinyl acetate). Run in solution, CCCCCC (hexane). Conditions: time 3 hour. Product: C1(=CC=CC=C1)C(C)O (1-Phenylethanol), C(C)(=O)[O-] (acetate). As a reaction SMILES: [C:1]1([CH:7]([OH:9])[CH3:8])[CH:6]=[CH:5][CH:4]=[CH:3][CH:2]=1.[C:10]([O:13]C=COCC)(=[O:12])[CH3:11]>CCCCCC>[C:1]1([CH:7]([OH:9])[CH3:8])[CH:6]=[CH:5][CH:4]=[CH:3][CH:2]=1.[C:10]([O-:13])(=[O:12])[CH3:11]. Procedure details: 1-Phenylethanol (100 mg) was dissolved in a 10% solution of ethoxyvinyl acetate in hexane (2 ml), followed by addition of lipase PS (10 mg). After about 3 hours at room temperature, 50% conversion was observed by TLC. The alcohol and acetate were isolated using flash chromatography on silica gel 60 using a 1:10 to 1:1 gradient of ethyl acetate in hexane. The isolated yield of the acetate was 40%, corresponding to 80% of the theoretical maximum at 50% conversion, and that of the alcohol 39%. The ...